This data is from the Open Reaction Database (ORD), a public repository of structured organic reaction records. The task is: describe an organic reaction: reactants, conditions, products, and yield Starting materials: Cl.Cl.COC=1C=C(C=CC1)N1CCNCC1 (4-(3-methoxyphenyl)piperazine dihydrochloride), ClCCCC1=NOC2=C1C=CC(=C2)F (3-(3-chloropropyl)-6-fluoro-1,2-benzisoxazole), C([O-])([O-])=O.[K+].[K+] (potassium carbonate). Reagents/catalysts: [I-].[K+] (potassium iodide). Solvent: CN(C=O)C (dimethylformamide). Conditions: temperature 90 celsius, time 2 hour. The product is C(C(=O)O)(=O)O.FC1=CC2=C(C(=NO2)CCCN2CCN(CC2)C2=CC(=CC=C2)OC)C=C1 (1-[3-(6-Fluoro-1,2-benzisoxazol-3-yl)propyl]-4-(3-methoxyphenyl)-piperazine oxalate). The yield is 82.8%. RXN SMILES: Cl.Cl.[CH3:3][O:4][C:5]1[CH:6]=[C:7]([N:11]2[CH2:16][CH2:15][NH:14][CH2:13][CH2:12]2)[CH:8]=[CH:9][CH:10]=1.Cl[CH2:18][CH2:19][CH2:20][C:21]1[C:25]2[CH:26]=[CH:27][C:28]([F:30])=[CH:29][C:24]=2[O:23][N:22]=1.[C:31](=[O:34])([O-:33])[O-].[K+].[K+]>[I-].[K+].CN(C)C=O>[C:5]([OH:4])(=[O:23])[C:31]([OH:33])=[O:34].[F:30][C:28]1[CH:27]=[CH:26][C:25]2[C:21]([CH2:20][CH2:19][CH2:18][N:14]3[CH2:15][CH2:16][N:11]([C:7]4[CH:8]=[CH:9][CH:10]=[C:5]([O:4][CH3:3])[CH:6]=4)[CH2:12][CH2:13]3)=[N:22][O:23][C:24]=2[CH:29]=1 |f:0.1.2,4.5.6,7.8,10.11|. Reported procedure: To 40 ml of dimethylformamide was added 5.3 g of 4-(3-methoxyphenyl)piperazine dihydrochloride, 6.4 g of 3-(3-chloropropyl)-6-fluoro-1,2-benzisoxazole, 10.0 g of milled potassium carbonate, and 0.01 g of potassium iodide. The mixture was stirred at 90° C. for two hrs, cooled, filtered, and evaporated to an oil. The oil was stirred with 100 ml water for ten mins, and extracted with ether. The ether extract was washed with water (2×), saturated sodium chloride solution and dried over anhydrous mag... Reactants: C12=CC=CC3=CC4=CC=CC=C4C(=C13)C(=O)OC2=O (anthracene-1,9-dicarboxylic anhydride), NCCNCCCNCCN (N,N'-bis(2-aminoethyl)-1,3-propanediamine). Solvent: C1(=CC=CC=C1)C (toluene), C1(=CC=CC=C1)C (toluene). Yields the product O=C1N(C(C2=C3C(C=C4C(=C13)C=CC=C4)=CC=C2)=O)CCNCCCNCCN2C(C4=C1C(=CC=3C4=C(C2=O)C=CC3)C=CC=C1)=O (N,N'-bis[2-(1,2-dihydro-1,3-dioxo-3H-dibenz[de,h]isoquinolin-2-yl)ethyl]-1,3-propanediamine). Yield: 49.9%. Reaction SMILES: [C:1]12[C:18](=[O:19])[O:17][C:15](=O)[C:13]3=[C:14]1[C:5](=[CH:6][C:7]1[C:12]3=[CH:11][CH:10]=[CH:9][CH:8]=1)[CH:4]=[CH:3][CH:2]=2.[NH2:20][CH2:21][CH2:22][NH:23][CH2:24][CH2:25][CH2:26][NH:27][CH2:28][CH2:29][NH2:30]>C1(C)C=CC=CC=1>[O:17]=[C:15]1[C:13]2[C:14]3[C:5](=[CH:4][CH:3]=[CH:2][C:1]=3[C:18](=[O:19])[N:30]1[CH2:29][CH2:28][NH:27][CH2:26][CH2:25][CH2:24][NH:23][CH2:22][CH2:21][N:20]1[C:18](=[O:19])[C:1]3[CH:2]=[CH:3][CH:4]=[C:5]4[C:14]=3[C:13](=[C:12]3[CH:11]=[CH:10][CH:9]=[CH:8][C:7]3=[CH:6]4)[C:15]1=[O:17])[CH:6]=[C:7]1[CH:8]=[CH:9][CH:10]=[CH:11][C:12]1=2. Reported procedure: A mixture of 1.6 g (6 mmol) of anthracene-1,9-dicarboxylic anhydride in 40 ml of toluene was treated with 0.5 g (3 mmol) of N,N'-bis(2-aminoethyl)-1,3-propanediamine dissolved in 10 ml of toluene. The mixture was refluxed for 4 h and then filtered. The solution was allowed to cool and the solid formed was filtered, washed, dried and recrystallized from toluene. 0.93 g (50%) of N,N'-bis[2-(1,2-dihydro-1,3-dioxo-3H-dibenz[de,h]isoquinolin-2-yl)ethyl]-1,3-propanediamine were obtained. M.p. 191° C. ... The reactants are COC(=O)c1cc(Br)cc2c1ccn2C1CC1, C1CCOC1, CO, [Na+], [OH-]. Yields the product O=C(O)c1cc(Br)cc2c1ccn2C1CC1. As a reaction SMILES: [Br:1][c:2]1[cH:3][c:4]([C:14](=[O:15])[O:16][CH3:17])[c:5]2[cH:6][cH:7][n:8]([CH:11]3[CH2:12][CH2:13]3)[c:9]2[cH:10]1.[CH2:22]1[O:23][CH2:24][CH2:25][CH2:26]1.[CH3:20][OH:21].[Na+:19].[OH-:18]>>[Br:1][c:2]1[cH:3][c:4]([C:14](=[O:15])[OH:16])[c:5]2[cH:6][cH:7][n:8]([CH:11]3[CH2:12][CH2:13]3)[c:9]2[cH:10]1. Starting materials: S(=O)(=O)(C)[C@@]1(C[C@@H](O[C@@H]1CO)N1C(=O)NC(=O)C(C)=C1)O (3'-Mesylthymidine), CC1=CN2[C@H]3C[C@@H]([C@H](O3)CO)OC2=NC1=O (2,3'-anhydrothymidine), F.[K] (potassium hydrogen fluoride), [F-].[NH4+] (ammonium fluoride). Solvent: C(CO)O (ethylene glycol). Product: F[C@H]1C[C@@H](O[C@@H]1CO)N1C(=O)NC(=O)C(C)=C1 (3'-deoxy-3'-fluorothymidine). The yield is 10.0%. Reaction SMILES: S([C@@:5]1(O)[C@@H:9]([CH2:10][OH:11])[O:8][C@@H:7]([N:12]2[CH:20]=[C:18]([CH3:19])[C:16](=[O:17])[NH:15][C:13]2=[O:14])[CH2:6]1)(C)(=O)=O.CC1C(=O)N=C2N([C@@H]3O[C@H](CO)[C@@H](O2)C3)C=1.[FH:38].[K].[F-].[NH4+]>C(O)CO>[F:38][C@@H:5]1[C@@H:9]([CH2:10][OH:11])[O:8][C@@H:7]([N:12]2[CH:20]=[C:18]([CH3:19])[C:16](=[O:17])[NH:15][C:13]2=[O:14])[CH2:6]1 |f:2.3,4.5,^1:38|. Reported procedure: 3'-Mesylthymidine or 2,3'-anhydrothymidine is allowed to react with potassium hydrogen fluoride or ammonium fluoride in ethylene glycol at 191° C. for 10 to 90 minutes, thus giving 3'-deoxy-3'-fluorothymidine (yield: 10 to 14%) [Japanese Patent Publication No. 10472 (1973)]. Starting materials: C1CCOC1, CC(C=CC1=C(C)CCCC1(C)C)=CC=CC(C)=CC=C(C)CO, CO, COC(OC)OC, [Na+], O=C([O-])O, O=C(O)C(F)(F)F. Yields the product COCC(C)=CC=C(C)C=CC=C(C)C=CC1=C(C)CCCC1(C)C. Reaction SMILES: [CH2:46]1[O:47][CH2:48][CH2:49][CH2:50]1.[CH3:1][C:2]([CH2:3][OH:4])=[CH:5][CH:6]=[C:7]([CH:8]=[CH:9][CH:10]=[C:11]([CH:12]=[CH:13][C:14]1=[C:15]([CH3:22])[CH2:16][CH2:17][CH2:18][C:19]1([CH3:20])[CH3:21])[CH3:23])[CH3:24].[CH3:32][OH:33].[CH:25]([O:26][CH3:27])([O:28][CH3:29])[O:30][CH3:31].[Na+:45].[O-:41][C:42]([OH:43])=[O:44].[OH:34][C:35]([C:36]([F:37])([F:38])[F:39])=[O:40]>>[CH3:1][C:2]([CH2:3][O:4][CH3:25])=[CH:5][CH:6]=[C:7]([CH:8]=[CH:9][CH:10]=[C:11]([CH:12]=[CH:13][C:14]1=[C:15]([CH3:22])[CH2:16][CH2:17][CH2:18][C:19]1([CH3:20])[CH3:21])[CH3:23])[CH3:24]. Reactants: C1CCOC1, C[O-], COC1=CCCC(=O)C1C1CCCC1, [Na+], [Na+], [Na+], O=P([O-])([O-])O. The product is COC1=C(C2CCCC2)C(=O)CCC1. RXN SMILES: [CH2:25]1[O:26][CH2:27][CH2:28][CH2:29]1.[CH3:15][O-:16].[CH:1]1([CH:6]2[C:7](=[O:14])[CH2:8][CH2:9][CH:10]=[C:11]2[O:12][CH3:13])[CH2:2][CH2:3][CH2:4][CH2:5]1.[Na+:17].[Na+:23].[Na+:24].[P:18]([O-:19])([O-:20])([OH:21])=[O:22]>>[CH:1]1([C:6]2=[C:11]([O:12][CH3:13])[CH2:10][CH2:9][CH2:8][C:7]2=[O:14])[CH2:2][CH2:3][CH2:4][CH2:5]1. Reactants: C(C1=CC=CC=C1)=O (benzaldehyde), [N+](=O)([O-])[O-].[Tl+] (thallium nitrate), Tl, N (ammonia), O=O (oxygen). The reagents and catalysts are catalyst, [Pd] (palladium), [Pd] (Pd). Run in O1CCOCC1 (dioxane). Product: C(C1=CC=CC=C1)(=O)N (benzamide). Isolated yield 71.0%. RXN SMILES: [CH:1](=[O:8])[C:2]1[CH:7]=[CH:6][CH:5]=[CH:4][CH:3]=1.[N+:9]([O-])([O-])=O.[Tl+].N.O=O>[Pd].O1CCOCC1>[C:1]([NH2:9])(=[O:8])[C:2]1[CH:7]=[CH:6][CH:5]=[CH:4][CH:3]=1 |f:1.2|. Reported procedure: In the same flask as in Example 1 were charged 2 g of benzaldehyde, 50 g of dioxane as the reaction medium and 2 g of a catalyst in which 5 percent by weight of palladium metal together with thallium nitrate with an atomic ratio of Pd to Tl being 1 to 0.1. The reaction was conducted at a reaction temperature of 40° C. by introducing ammonia gas at a rate of 1 l/hour and oxygen at a rate of 10 l/hour at the same time into the flask for 2 hours to give benzamide at a yield of 71%. Reactants: ClC=1N=C(NC1C1=C(C=C(C=C1)I)F)[C@H]([C@@H](C)C1=CC=CC=C1)N ((1S,2S)-1-[4-chloro-5-(2-fluoro-4-iodo-phenyl)-1H-imidazol-2-yl]-2-phenyl-propylamine), C(C)(C)(C)OC(=O)N[C@@H](C(=O)O)C1=CC=C(C=C1)OCCOC(C)(C)C ((R)-tert-butoxycarbonylamino-[4-(2-tert-butoxy-ethoxy)-phenyl]-acetic acid), C(C)(C)N(C(C)C)CC (N,N-diisopropylethylamine), ON1N=NC2=C1C=CC=C2 (N-hydroxybenzotriazole), O-benzotriazol-1-yl-N,N,N′N′-tetramethyluronium hexafluorophosphate. Run in O (water), CN(C=O)C (N,N-dimethylformamide). Run at time 3 hour. The product is C(C)(C)(C)OC(N[C@@H](C(N[C@@H]([C@@H](C)C1=CC=CC=C1)C=1NC(=C(N1)Cl)C1=C(C=C(C=C1)I)F)=O)C1=CC=C(C=C1)OCCOC(C)(C)C)=O (((R)-[4-(2-tert-butoxy-ethoxy)-phenyl]-{(1S,2S)-1-[4-chloro-5-(2-fluoro-4-iodo-phenyl)-1H-imidazol-2-yl]-2-phenyl-propylcarbamoyl}-methyl)-carbamic acid tert-butyl ester). The yield is 45.2%. RXN SMILES: [Cl:1][C:2]1[N:3]=[C:4]([C@@H:15]([NH2:24])[C@H:16]([C:18]2[CH:23]=[CH:22][CH:21]=[CH:20][CH:19]=2)[CH3:17])[NH:5][C:6]=1[C:7]1[CH:12]=[CH:11][C:10]([I:13])=[CH:9][C:8]=1[F:14].[C:25]([O:29][C:30]([NH:32][C@H:33]([C:37]1[CH:42]=[CH:41][C:40]([O:43][CH2:44][CH2:45][O:46][C:47]([CH3:50])([CH3:49])[CH3:48])=[CH:39][CH:38]=1)[C:34](O)=[O:35])=[O:31])([CH3:28])([CH3:27])[CH3:26].C(N(CC)C(C)C)(C)C.ON1C2C=CC=CC=2N=N1>CN(C)C=O.O>[C:25]([O:29][C:30](=[O:31])[NH:32][C@H:33]([C:37]1[CH:38]=[CH:39][C:40]([O:43][CH2:44][CH2:45][O:46][C:47]([CH3:50])([CH3:49])[CH3:48])=[CH:41][CH:42]=1)[C:34](=[O:35])[NH:24][C@H:15]([C:4]1[NH:5][C:6]([C:7]2[CH:12]=[CH:11][C:10]([I:13])=[CH:9][C:8]=2[F:14])=[C:2]([Cl:1])[N:3]=1)[C@H:16]([C:18]1[CH:19]=[CH:20][CH:21]=[CH:22][CH:23]=1)[CH3:17])([CH3:27])([CH3:28])[CH3:26]. Procedure details: To a solution of (1S,2S)-1-[4-chloro-5-(2-fluoro-4-iodo-phenyl)-1H-imidazol-2-yl]-2-phenyl-propylamine (550 mg, 1.21 mmol) in N,N-dimethylformamide (12 mL) was added (R)-tert-butoxycarbonylamino-[4-(2-tert-butoxy-ethoxy)-phenyl]-acetic acid (532 mg, 1.45 mmol) (prepared as described below), N,N-diisopropylethylamine (841 μL, 4.83 mmol), N-hydroxybenzotriazole (212 mg, 1.57 mmol) and O-benzotriazol-1-yl-N,N,N′N′-tetramethyluronium hexafluorophosphate (595 mg, 1.57 mmol). The mixture was stirred u... The reactants are N1=C(C=CC=C1)C(=O)C1=CC(=C(C=C1)OCC1=CC=CC=C1)N (3-amino-4-benzyloxyphenyl 2-pyridyl ketone), C(C)(=O)OC(C)=O (acetic anhydride), [OH-].[Na+] (NaOH). Run in O (water). Yields the product N1=C(C=CC=C1)C(=O)C1=CC(=C(C=C1)OCC1=CC=CC=C1)NC(C)=O (3-acetamido-4-benzyloxyphenyl 2-pyridyl ketone). Reaction SMILES: [N:1]1[CH:6]=[CH:5][CH:4]=[CH:3][C:2]=1[C:7]([C:9]1[CH:14]=[CH:13][C:12]([O:15][CH2:16][C:17]2[CH:22]=[CH:21][CH:20]=[CH:19][CH:18]=2)=[C:11]([NH2:23])[CH:10]=1)=[O:8].[C:24](OC(=O)C)(=[O:26])[CH3:25].[OH-].[Na+]>O>[N:1]1[CH:6]=[CH:5][CH:4]=[CH:3][C:2]=1[C:7]([C:9]1[CH:14]=[CH:13][C:12]([O:15][CH2:16][C:17]2[CH:18]=[CH:19][CH:20]=[CH:21][CH:22]=2)=[C:11]([NH:23][C:24](=[O:26])[CH3:25])[CH:10]=1)=[O:8] |f:2.3|. Procedure details: A mixture of 10.0 g (32.8 mmol) of 3-amino-4-benzyloxyphenyl 2-pyridyl ketone and 40 ml of acetic anhydride is heated on a steam bath for 1 hour. The reaction is concentrated in vacuo to give a residue which is suspended in water and made basic with 10% NaOH. The aqueous phase is extracted with ether and the dried extracts are evaporated to give 3-acetamido-4-benzyloxyphenyl 2-pyridyl ketone. Starting materials: amine, CSC(=C[N+](=O)[O-])SC (1,1-bis(methylthio)-2-nitroethylene), ClCC=1SC=C(N1)C (2-chloromethyl-4-methylthiazole), S(=O)(Cl)Cl (thionyl chloride), OCC=1SC=C(N1)C (2-hydroxymethyl-4-methylthiazole), Cl.NCCS (cysteamine hydrochloride), strong base, C[O-].[Na+] (sodium methoxide). Yields the product [N+](=O)([O-])C=C(NCCSCC=1SC=C(N1)C)SC (1-nitro-2-methylthio-2-{2-[(4-methylthiazol-2-yl)methylthio]ethylamino}ethylene). Reaction SMILES: Cl[CH2:2][C:3]1[S:4][CH:5]=[C:6]([CH3:8])[N:7]=1.S(Cl)(Cl)=O.OCC1SC=C(C)N=1.Cl.[NH2:22][CH2:23][CH2:24][SH:25].C[O-].[Na+].[CH3:29][S:30][C:31](SC)=[CH:32][N+:33]([O-:35])=[O:34]>>[N+:33]([CH:32]=[C:31]([S:30][CH3:29])[NH:22][CH2:23][CH2:24][S:25][CH2:2][C:3]1[S:4][CH:5]=[C:6]([CH3:8])[N:7]=1)([O-:35])=[O:34] |f:3.4,5.6|. Procedure details: When 2-chloromethyl-4-methylthiazole [prepared by the reaction of thionyl chloride and 2-hydroxymethyl-4-methylthiazole, which itself is prepared according to the procedure of J. Chem. Soc., (Suppl. Issue No. 1), S106-111 (1966) or Acta Chem. Scand., 20, 2649 (1966)] is reacted with cysteamine hydrochloride and about two equivalents of a strong base such as sodium methoxide, and the resultant amine is treated with 1,1-bis(methylthio)-2-nitroethylene, there is produced 1-nitro-2-methylthio-2-{2-[...